From a dataset of the Open Reaction Database (ORD), a public repository of structured organic reaction records. describe an organic reaction: reactants, conditions, products, and yield Product: O=[N+]([O-])c1ccc(Cl)c(-c2ccccn2)c1. Starting materials: [Br-], O=[N+]([O-])c1ccc(Cl)c(Br)c1, [Zn+]c1ccccn1. RXN SMILES: [Br-:1].[Br:9][c:10]1[cH:11][c:12]([N+:17](=[O:18])[O-:19])[cH:13][cH:14][c:15]1[Cl:16].[n:2]1[c:3]([Zn+:8])[cH:4][cH:5][cH:6][cH:7]1>>[n:2]1[c:3](-[c:10]2[cH:11][c:12]([N+:17](=[O:18])[O-:19])[cH:13][cH:14][c:15]2[Cl:16])[cH:4][cH:5][cH:6][cH:7]1. Reactants: cuprous cyanide, FC1=CC(=C(N)C=C1)I (4-fluoro-2-iodoaniline), [C-]#N.[Na+] (sodium cyanide). The solvent is N1=CC=CC=C1 (pyridine). Product: C(#N)C1=C(N)C=CC(=C1)F (2-cyano-4-fluoroaniline). RXN SMILES: [F:1][C:2]1[CH:8]=[CH:7][C:5]([NH2:6])=[C:4](I)[CH:3]=1.[C-:10]#[N:11].[Na+]>N1C=CC=CC=1>[C:10]([C:4]1[CH:3]=[C:2]([F:1])[CH:8]=[CH:7][C:5]=1[NH2:6])#[N:11] |f:1.2|. Procedure: Fifteen grams of cuprous cyanide and 14 g. of dry pyridine are heated to a homogeneous melt. After adding 25.0 g. of 4-fluoro-2-iodoaniline, the mixture is heated at about 160°-170° C. for two hours. To the cooled mixture, concentrated sodium cyanide solution is added. The solid material is filtered off and extracted with benzene. The benzene extracts are concentrated and fractionally distilled to give 2-cyano-4-fluoroaniline. Reactants: C(C)(C)(C)OC(=O)N1CCC(CC1)(C)NCC1=CNC=2N=CC=C(C21)C(=O)O (3-((1-(tert-butoxycarbonyl)-4-methylpiperidin-4-ylamino)methyl)-1H-pyrrolo[2,3-b]pyridine-4-carboxylic acid), C(=O)(C(F)(F)F)O (TFA). Run in C(Cl)Cl (DCM). Run at time 1 hour. The product is CC1(CCNCC1)N1C(C=2C=CN=C3C2C(C1)=CN3)=O (4-(4-methylpiperidin-4-yl)-3,4-dihydropyrrolo[4,3,2-de][2,6]naphthyridin-5(1H)-one). Reaction SMILES: C(OC([N:8]1[CH2:13][CH2:12][C:11]([NH:15][CH2:16][C:17]2[C:25]3[C:24]([C:26](O)=[O:27])=[CH:23][CH:22]=[N:21][C:20]=3[NH:19][CH:18]=2)([CH3:14])[CH2:10][CH2:9]1)=O)(C)(C)C.C(O)(C(F)(F)F)=O>C(Cl)Cl>[CH3:14][C:11]1([N:15]2[CH2:16][C:17]3=[CH:18][NH:19][C:20]4[C:25]3=[C:24]([CH:23]=[CH:22][N:21]=4)[C:26]2=[O:27])[CH2:10][CH2:9][NH:8][CH2:13][CH2:12]1. Procedure details: The crude 3-((1-(tert-butoxycarbonyl)-4-methylpiperidin-4-ylamino)methyl)-1H-pyrrolo[2,3-b]pyridine-4-carboxylic acid obtained in Example 4 was dissolved in DCM (3 mL) and TFA (1 mL) and allowed to stir at room temperature for 1 h. The solution was concentrated in vacuo and purified via preparative HPLC 5% to 20% B in A and gave 21 mg of the title compound as its TFA salt. 1H NMR (400 MHz, CD3OD) δ 8.74 (s, 1H), 8.42 (m, 1H), 7.59 (m, 1H), 7.43 (m, 1H), 5.05 (s, 2H), 3.29-3.33 (m, 2H), 3.22-3.23... The reactants are CN1CCOCC1 (N-methylmorpholine), FC(C(=O)O)(F)F.O[C@@H]1[C@@H]2[C@]3(C=CC(C=C3[C@H](C[C@H]2[C@@H]2C[C@H]([C@H](C(C(O)OC([C@H](C(C)C)N)=O)=O)[C@]2(C1)C)C)F)=O)C ((2S)-2-amino-3-methylbutyric acid [11β,21-dihydroxy-6α-fluoro-16α-methyl-3,20-dioxo -pregna-1,4-dien-21-yl] ester trifluoroacetate), N([C@@H](C)C(=O)N[C@@H](C)C(=O)N1[C@H](C(=O)O)CCC1)C(=O)OC(C)(C)C (Boc-Ala-Ala-Pro-OH), ON1N=NC2=C1C=CC=C2 (N-hydroxybenzotriazole), C1(CCCCC1)N=C=NC1CCCCC1 (dicyclohexylcarbodiimide). Solvent: ClCCl (dichloromethane), ClCCl (dichloromethane). Run at time 2 hour. Yields the product F[C@H]1C[C@H]2[C@@H]3C[C@H]([C@H](C(C(O)OC([C@@H](NC([C@H]4N(CCC4)C([C@@H](NC([C@@H](NC(=O)OC(C)(C)C)C)=O)C)=O)=O)C(C)C)=O)=O)[C@]3(C[C@@H]([C@@H]2[C@]2(C=CC(C=C12)=O)C)O)C)C (N-(N-(N-(N-((1,1-dimethyl) ethoxycarbonyl) -L-alanyl) -L-alanyl)-L-prolyl)-L-valine [6α-fluoro-11β,21-dihydroxy-16α-methyl-3,20-dioxo-pregna-1,4-dien-21-yl] ester). The yield is 76.0%. As a reaction SMILES: FC(F)(F)C(O)=O.[OH:8][C@H:9]1[CH2:37][C@@:36]2([CH3:38])[C@@H:20]([CH2:21][C@@H:22]([CH3:39])[C@@H:23]2[C:24](=[O:35])[CH:25]([O:27][C:28](=[O:34])[C@@H:29]([NH2:33])[CH:30]([CH3:32])[CH3:31])[OH:26])[C@H:19]2[C@H:10]1[C@:11]1([CH3:42])[C:16]([C@@H:17]([F:40])[CH2:18]2)=[CH:15][C:14](=[O:41])[CH:13]=[CH:12]1.[NH:43]([C:61]([O:63][C:64]([CH3:67])([CH3:66])[CH3:65])=[O:62])[C@H:44]([C:46]([NH:48][C@H:49]([C:51]([N:53]1[CH2:60][CH2:59][CH2:58][C@H:54]1[C:55](O)=[O:56])=[O:52])[CH3:50])=[O:47])[CH3:45].ON1C2C=CC=CC=2N=N1.CN1CCOCC1.C1(N=C=NC2CCCCC2)CCCCC1>ClCCl>[F:40][C@@H:17]1[C:16]2[C@:11]([CH3:42])([CH:12]=[CH:13][C:14](=[O:41])[CH:15]=2)[C@@H:10]2[C@H:19]([C@H:20]3[C@:36]([CH3:38])([CH2:37][C@@H:9]2[OH:8])[C@@H:23]([C:24](=[O:35])[CH:25]([O:27][C:28](=[O:34])[C@H:29]([CH:30]([CH3:32])[CH3:31])[NH:33][C:55](=[O:56])[C@@H:54]2[CH2:58][CH2:59][CH2:60][N:53]2[C:51](=[O:52])[C@H:49]([CH3:50])[NH:48][C:46](=[O:47])[C@H:44]([CH3:45])[NH:43][C:61]([O:63][C:64]([CH3:65])([CH3:66])[CH3:67])=[O:62])[OH:26])[C@H:22]([CH3:39])[CH2:21]3)[CH2:18]1 |f:0.1|. Procedure: 884 mg (1.50 mmol) of H-Val-O-FC x TFA (Example 31), 500 mg (1.40 mmol) of Boc-Ala-Ala-Pro-OH and 168 mg (1.40 mmol) of N-hydroxybenzotriazole are dissolved in this sequence in 50 ml of dichloromethane and 330 μl (3.00 mmol) of N-methylmorpholine is added. Then, a solution of 289 mg (1.40 mmol) of dicyclohexylcarbodiimide in 2 ml of dichloromethane is added and stirred for 2 hours at room temperature. Then, it is suctioned off from precipitated urea, the filtrate is concentrated by evaporation a...